From a dataset of the Open Reaction Database (ORD), a public repository of structured organic reaction records. describe an organic reaction: reactants, conditions, products, and yield Reagents/catalysts: C=1C=CC(=CC1)[P](C=2C=CC=CC2)(C=3C=CC=CC3)[Pd]([P](C=4C=CC=CC4)(C=5C=CC=CC5)C=6C=CC=CC6)([P](C=7C=CC=CC7)(C=8C=CC=CC8)C=9C=CC=CC9)[P](C=1C=CC=CC1)(C=1C=CC=CC1)C=1C=CC=CC1 (tetrakis(triphenylphosphine)palladium), [Cl-].[Zn+2].[Cl-] (zinc chloride). The reactants are BrC=1C=NC=C(C(=O)OCC)C1 (ethyl 5-bromonicotinate), O1CCCC1 (tetrahydrofuran), ClC1=CC=C(C=C1)C=1N=C(SC1)Br (4-(4-chlorophenyl)-2-bromo-1,3-thiazole), O1CCCC1 (tetrahydrofuran), ice water. Yields the product C(C)C1=C(C(=O)O)C=C(C=N1)C=1SC=C(N1)C1=CC=C(C=C1)Cl (ethyl 5-[4-(4-chlorophenyl)-1,3-thiazol-2-yl]nicotinic acid). Reaction conditions: temperature -78 celsius, time 30 minute. As a reaction SMILES: [Cl:1][C:2]1[CH:7]=[CH:6][C:5]([C:8]2[N:9]=[C:10](Br)[S:11][CH:12]=2)=[CH:4][CH:3]=1.Br[C:15]1[CH:16]=[N:17][CH:18]=[C:19]([CH:25]=1)[C:20]([O:22]CC)=[O:21].O1CC[CH2:28][CH2:27]1>[Cl-].[Zn+2].[Cl-].C1C=CC([P]([Pd]([P](C2C=CC=CC=2)(C2C=CC=CC=2)C2C=CC=CC=2)([P](C2C=CC=CC=2)(C2C=CC=CC=2)C2C=CC=CC=2)[P](C2C=CC=CC=2)(C2C=CC=CC=2)C2C=CC=CC=2)(C2C=CC=CC=2)C2C=CC=CC=2)=CC=1>[CH2:27]([C:18]1[N:17]=[CH:16][C:15]([C:10]2[S:11][CH:12]=[C:8]([C:5]3[CH:6]=[CH:7][C:2]([Cl:1])=[CH:3][CH:4]=3)[N:9]=2)=[CH:25][C:19]=1[C:20]([OH:22])=[O:21])[CH3:28] |f:3.4.5,^1:37,39,58,77|. Reported procedure: A solution of compound (41) (0.25 g, 0.91 mmol) in tetrahydrofuran (5 ml) was cooled to −78° C. under an argon atmosphere and 1.6 M n-butyllithium-hexane solution (0.57 ml, 0.91 mmol) was added. After stirring at −78° C. for 30 min., a solution of zinc chloride (0.12 g, 0.91 mmol) in tetrahydrofuran (2 ml) was added to the reaction mixture. The reaction mixture was warmed to room temperature and stirred for 30 min. and ethyl 5-bromonicotinate (0.21 g, 0.91 mmol) and tetrakis(triphenylphosphine)p... Isolated yield 51.0%.